From a dataset of the Open Reaction Database (ORD), a public repository of structured organic reaction records. describe an organic reaction: reactants, conditions, products, and yield Reactants: C(CC(=O)C)(=O)N[C@@H](CC(=O)O)C(=O)O (N-acetoacetyl-L-aspartic acid), C(C)(=O)OC(C)=O (acetic anhydride), C(C)(=O)[O-].[Mg+2].C(C)(=O)[O-] (magnesium acetate), C(C)(=O)OCC (ethyl acetate), C(CC(=O)C)(=O)N[C@@H](CC(=O)O)C(=O)O (N-acetoacetyl-L-aspartic acid). The solvent is CO (methanol). Conditions: temperature 55 celsius, time 5 hour. Product: C(CC(=O)C)(=O)N[C@H]1CC(=O)OC1=O (N-Acetoacetyl-L-Aspartic Anhydride). As a reaction SMILES: [C:1]([NH:7][C@H:8]([C:13]([OH:15])=[O:14])[CH2:9][C:10]([OH:12])=O)(=[O:6])[CH2:2][C:3]([CH3:5])=[O:4].C(OC(=O)C)(=O)C.C([O-])(=O)C.[Mg+2].C([O-])(=O)C.C(OCC)(=O)C>CO>[C:1]([NH:7][C@@H:8]1[C:13](=[O:14])[O:15][C:10](=[O:12])[CH2:9]1)(=[O:6])[CH2:2][C:3]([CH3:5])=[O:4] |f:2.3.4|. Procedure: 2.17 parts of N-acetoacetyl-L-aspartic acid, 1.02 parts by volume of acetic anhydride, and 0.014 parts of magnesium acetate were mixed with 40 parts by volume of ethyl acetate and heated at 55±2° C. under nitrogen for 24 hours. 30 parts by volume of methanol was added and the mixture stirred at ambient temperatures for 5 hours. HPLC analysis of the resulting solution showed only 0.5% unreacted N-acetoacetyl-L-aspartic acid.